Dataset: the Open Reaction Database (ORD), a public repository of structured organic reaction records. Task: describe an organic reaction: reactants, conditions, products, and yield Reactants: FC=1C=C(CN2C(=NC=C2)S)C=C(C1)F (1-(3,5-difluorobenzyl)-2-mercaptoimidazole), COC1=CC=C(C=C1)N1C(=NC=C1)S (1-(4-methoxyphenyl)-2-mercaptoimidazole). The product is NCCSC=1N(C=CN1)C1=CC=C(C=C1)OC (2-(2-aminoethylthio)-1-(4-methoxyphenyl)imidazole). Reaction SMILES: FC1C=[C:4](C=C(F)C=1)[CH2:5][N:6]1C=CN=C1S.[CH3:16][O:17][C:18]1[CH:23]=[CH:22][C:21]([N:24]2[CH:28]=[CH:27][N:26]=[C:25]2[SH:29])=[CH:20][CH:19]=1>>[NH2:6][CH2:5][CH2:4][S:29][C:25]1[N:24]([C:21]2[CH:22]=[CH:23][C:18]([O:17][CH3:16])=[CH:19][CH:20]=2)[CH:28]=[CH:27][N:26]=1. Procedure details: The Example 1 procedure wherein 1-(3,5-difluorobenzyl)-2-mercaptoimidazole is replaced by 1-(4-methoxyphenyl)-2-mercaptoimidazole yields 2-(2-aminoethylthio)-1-(4-methoxyphenyl)imidazole. Reactants: [K] (potassium), peroxide, [K] (potassium), C(C=C)Cl (allyl chloride), COCCOCCOCCO (triethylene glycol monomethyl ether). The solvent is O (water). Reported procedure: 540 mls of dried peroxide free tetrahydrofuran and 21.5 g of potassium metal are charged into a 2000 ml three-neck flask equipped with mechanical stirrer and a dry nitrogen inlet. 88.4 ml of triethylene glycol monomethyl ether, available from Chemical Samples Co., is added to the mixture dropwise. After the potassium metal has completely reacted, 48.6 ml of allyl chloride is added dropwise to the mixture at such a rate in order to maintain a gentle reflux. After the reaction is complete, 500 mls... Yield: 74.0%. As a reaction SMILES: [K].[CH3:2][O:3][CH2:4][CH2:5][O:6][CH2:7][CH2:8][O:9][CH2:10][CH2:11][OH:12].[CH2:13](Cl)[CH:14]=[CH2:15]>O>[CH3:2][O:3][CH2:4][CH2:5][O:6][CH2:7][CH2:8][O:9][CH2:10][CH2:11][O:12][CH2:13][CH:14]=[CH2:15] |^1:0|. Product: COCCOCCOCCOCC=C (triethylene glycol allyl methyl ether).